Dataset: the Open Reaction Database (ORD), a public repository of structured organic reaction records. Task: describe an organic reaction: reactants, conditions, products, and yield Starting materials: O=C1CCC(=O)N1Br, COC(=O)CC(=O)c1cccc(C#N)c1, ClC(Cl)(Cl)Cl. Product: COC(=O)C(Br)C(=O)c1cccc(C#N)c1. As a reaction SMILES: [Br:16][N:17]1[C:18](=[O:19])[CH2:20][CH2:21][C:22]1=[O:23].[C:1](#[N:2])[c:3]1[cH:4][c:5]([C:9]([CH2:10][C:11](=[O:12])[O:13][CH3:14])=[O:15])[cH:6][cH:7][cH:8]1.[C:24]([Cl:25])([Cl:26])([Cl:27])[Cl:28]>>[C:1](#[N:2])[c:3]1[cH:4][c:5]([C:9]([CH:10]([C:11](=[O:12])[O:13][CH3:14])[Br:16])=[O:15])[cH:6][cH:7][cH:8]1. Reported procedure: A mixture of 23.6 parts of 2,3-dihydro-4-phenyl-1H-1,5-benzodiazepin-2-one and 24.4 parts of phosphorus pentasulfide in 400 parts by volume of pyridine is stirred at reflux temperature for one hour. This solution is then added dropwise with stirring to about 2000 parts by volume of 60° C. warm water. The solid which forms is separated by filtration, washed with water and dried in air overnight. The product thus obtained is recrystallized from ethyl acetate to give, as beige crystals, 2,3-dihydro... Reactants: 23.6, C1(=CC=CC=C1)C1=NC2=C(NC(C1)=O)C=CC=C2 (2,3-dihydro-4-phenyl-1H-1,5-benzodiazepin-2-one), P12(=S)SP3(=S)SP(=S)(S1)SP(=S)(S2)S3 (phosphorus pentasulfide), N1=CC=CC=C1 (pyridine). Run in O (water). The product is C1(=CC=CC=C1)C1=NC2=C(NC(C1)=S)C=CC=C2 (2,3-dihydro-4-phenyl-1H-1,5-benzodiazepine-2-thione). As a reaction SMILES: [C:1]1([C:7]2[CH2:13][C:12](=O)[NH:11][C:10]3[CH:15]=[CH:16][CH:17]=[CH:18][C:9]=3[N:8]=2)[CH:6]=[CH:5][CH:4]=[CH:3][CH:2]=1.P12(SP3(SP(SP(S3)(S1)=S)(=S)S2)=S)=[S:20].N1C=CC=CC=1>O>[C:1]1([C:7]2[CH2:13][C:12](=[S:20])[NH:11][C:10]3[CH:15]=[CH:16][CH:17]=[CH:18][C:9]=3[N:8]=2)[CH:6]=[CH:5][CH:4]=[CH:3][CH:2]=1. The reactants are BrCCCC1=C2C(C(=O)NC2=O)=CC=C1 (γ-bromopropylphthalimide), C(C)(C)N(C(C)C)CC (N,N-diisopropylethylamine), COC1=C(CNC=2C3=C(N=CN2)N(C=C3)[C@@H]3O[C@@H]([C@H]2OC(O[C@H]23)(C)C)CNC(C)C)C=CC(=C1)OC (N-(2,4-dimethoxybenzyl)-7-((3aR,4R,6R,6aR)-6-((isopropylamino)methyl)-2,2-dimethyltetrahydrofuro[3,4-d][1,3]dioxol-4-yl)-7H-pyrrolo[2,3-d]pyrimidin-4-amine). The yield is 72.1%. Product: COC1=C(CNC=2C3=C(N=CN2)N(C=C3)[C@@H]3O[C@@H]([C@@H]2[C@H]3OC(O2)(C)C)CN(CCCN2C(C3=CC=CC=C3C2=O)=O)C(C)C)C=CC(=C1)OC (2-(3-((((3aR,4R,6R,6aR)-6-(4-((2,4-dimethoxybenzyl)amino)-7H-pyrrolo[2,3-d]pyrimidin-7-yl)-2,2-dimethyltetrahydrofuro[3,4-d][1,3]dioxol-4-yl)methyl)(isopropyl)amino)propyl)isoindoline-1,3-dione). Reaction conditions: temperature 95 celsius, time 48 hour. The reagents and catalysts are [I-].C(CCC)[N+](CCCC)(CCCC)CCCC (tetra-n-butylammonium iodide). The solvent is C(CC)#N (propanenitrile), C(C)(=O)OCC (ethyl acetate). Reaction SMILES: BrCCC[C:5]1[CH:15]=[CH:14][CH:13]=[C:7]2[C:8]([NH:10][C:11](=[O:12])[C:6]=12)=[O:9].[CH:16](N(CC)C(C)C)([CH3:18])[CH3:17].[CH3:25][O:26][C:27]1[CH:58]=[C:57]([O:59][CH3:60])[CH:56]=[CH:55][C:28]=1[CH2:29][NH:30][C:31]1[C:32]2[CH:39]=[CH:38][N:37]([C@H:40]3[C@H:47]4[C@H:43]([O:44][C:45]([CH3:49])([CH3:48])[O:46]4)[C@@H:42]([CH2:50][NH:51][CH:52]([CH3:54])[CH3:53])[O:41]3)[C:33]=2[N:34]=[CH:35][N:36]=1>[I-].C([N+](CCCC)(CCCC)CCCC)CCC.C(#N)CC.C(OCC)(=O)C>[CH3:25][O:26][C:27]1[CH:58]=[C:57]([O:59][CH3:60])[CH:56]=[CH:55][C:28]=1[CH2:29][NH:30][C:31]1[C:32]2[CH:39]=[CH:38][N:37]([C@H:40]3[C@@H:47]4[O:46][C:45]([CH3:48])([CH3:49])[O:44][C@@H:43]4[C@@H:42]([CH2:50][N:51]([CH:52]([CH3:54])[CH3:53])[CH2:17][CH2:16][CH2:18][N:10]4[C:11](=[O:12])[C:6]5[C:7](=[CH:13][CH:14]=[CH:15][CH:5]=5)[C:8]4=[O:9])[O:41]3)[C:33]=2[N:34]=[CH:35][N:36]=1 |f:3.4|. Procedure details: A mixture of γ-bromopropylphthalimide (2.37 g, 8.85 mmol), tetra-n-butylammonium iodide (0.234 g, 0.632 mmol), N,N-diisopropylethylamine (1.40 mL, 8.04 mmol) and N-(2,4-dimethoxybenzyl)-7-((3aR,4R,6R,6aR)-6-((isopropylamino)methyl)-2,2-dimethyltetrahydrofuro[3,4-d][1,3]dioxol-4-yl)-7H-pyrrolo[2,3-d]pyrimidin-4-amine (3.42 g, 6.32 mmol) was taken up in propanenitrile (25 mL) and was heated at 95° C. After 48 h at 95° C., HPLC indicated that the reaction was nearly complete. The reaction mixture w... Reaction SMILES: [CH3:1][S:2][C:3]1[CH:8]=[CH:7][C:6](B(O)O)=[CH:5][CH:4]=1.Br[C:13]1[S:21][C:20]2[C:19]([NH:22][C:23]3[CH:24]=[C:25]4[C:29](=[CH:30][CH:31]=3)[NH:28][CH:27]=[CH:26]4)=[N:18][CH:17]=[N:16][C:15]=2[CH:14]=1>>[NH:28]1[C:29]2[C:25](=[CH:24][C:23]([NH:22][C:19]3[C:20]4[S:21][C:13]([C:6]5[CH:7]=[CH:8][C:3]([S:2][CH3:1])=[CH:4][CH:5]=5)=[CH:14][C:15]=4[N:16]=[CH:17][N:18]=3)=[CH:31][CH:30]=2)[CH:26]=[CH:27]1. Reported procedure: The title compound was prepared from 4-(methylthio)benzeneboronic acid and (6-bromo-thieno[3,2-d]pyrimidin-4-yl)-(1H-indol-5-yl)-amine by a procedure analogous to example 2. 1H NMR (400 MHz, DMSO) d 11.4 (s, 1H), 11.2 (s, 1H), 8.82 (s, 1H), 7.76 (d, 2H), 7.76 (d, 2H), 7.61 (s, 2H), 7.51 (m, 2H), 7.35 d, 2H), 7.22 (d, 1H), 6.50 (s, 1H), 2.49 (s, 3H), M.P. 163-178° C.; LC-MS 389 (MH+); HPLC RT: 4.73 minutes. The reactants are CSC1=CC=C(C=C1)B(O)O (4-(methylthio)benzeneboronic acid), BrC1=CC=2N=CN=C(C2S1)NC=1C=C2C=CNC2=CC1 ((6-bromo-thieno[3,2-d]pyrimidin-4-yl)-(1H-indol-5-yl)-amine). The product is N1C=CC2=CC(=CC=C12)NC=1C2=C(N=CN1)C=C(S2)C2=CC=C(C=C2)SC ((1H-Indol-5-yl)-[6-(4-methylsulfanyl-phenyl)-thieno[3,2-d]pyrimidin-4-yl]-amine). The reactants are N (NH3), C(C)(=O)OC[C@H]1O[C@H]([C@@H]([C@@H]1OC(C)=O)OC(C)=O)N1C2=NC(=NC(=C2N=C1)Cl)I ([(2R,3R,4R,5R)-3,4-diacetyloxy-5-(6-chloro-2-iodopurin-9-yl)oxolan-2-yl]methyl acetate). Solvent: liquid. Conditions: time 6 hour. Product: NC1=C2N=CN(C2=NC(=N1)I)[C@@H]1O[C@@H]([C@@H]([C@H]1O)O)CO ((4R,2R,3R,5R)-2-(6-amino-2-iodopurin-9-yl)-5-(hydroxymethyl)oxolane-3,4-diol). Isolated yield 80.0%. Reaction SMILES: C([O:4][CH2:5][C@@H:6]1[C@@H:10]([O:11]C(=O)C)[C@@H:9]([O:15]C(=O)C)[C@H:8]([N:19]2[CH:27]=[N:26][C:25]3[C:20]2=[N:21][C:22]([I:29])=[N:23][C:24]=3Cl)[O:7]1)(=O)C.[NH3:30]>>[NH2:30][C:24]1[N:23]=[C:22]([I:29])[N:21]=[C:20]2[C:25]=1[N:26]=[CH:27][N:19]2[C@H:8]1[C@H:9]([OH:15])[C@@H:10]([OH:11])[C@@H:6]([CH2:5][OH:4])[O:7]1. Reported procedure: To a flask containing 6.0 g (11.1 mmol) [(2R,3R,4R,5R)-3,4-diacetyloxy-5-(6-chloro-2-iodopurin-9-yl)oxolan-2-yl]methyl acetate (6.4) was added 100 ml of liquid NH3 at −78° C. and the solution was allowed to stir for 6 hours. After which time it was allowed to come to r.t. overnight with concurrent evaporation of the NH3 to yield a brown oil. The product was crystallized from hot isopropanol to give 6.5 (80%), m.p. 143-145° C., r.f.=0.6 in 20% MeOH/CHCl3. 1H NMR (300 MHz, DMSO-d6) δ 8.24 (s, 1H),... The reactants are ClC=1C(=NC(=C(C1)Cl)Cl)OCC(=O)O (3,5,6-trichloro-2-pyridyloxyacetic acid), S(=O)(Cl)Cl (thionyl chloride). Run in C(Cl)Cl (methylene chloride), CN(C=O)C (N,N-dimethylformamide). Product: ClC=1C(=NC(=C(C1)Cl)Cl)OCC(=O)Cl (3,5,6-trichloro-2-pyridyloxyacetyl chloride). As a reaction SMILES: [Cl:1][C:2]1[C:3]([O:10][CH2:11][C:12]([OH:14])=O)=[N:4][C:5]([Cl:9])=[C:6]([Cl:8])[CH:7]=1.S(Cl)([Cl:17])=O>C(Cl)Cl.CN(C)C=O>[Cl:1][C:2]1[C:3]([O:10][CH2:11][C:12]([Cl:17])=[O:14])=[N:4][C:5]([Cl:9])=[C:6]([Cl:8])[CH:7]=1. Procedure: To a stirred slurry of 30 g (0.1237 mole) 3,5,6-trichloro-2-pyridyloxyacetic acid in 500 ml methylene chloride, 1 ml N,N-dimethylformamide was added. Then 16.2 g [10 m' (0.136 mole)] thionyl chloride was added dropwise. The mixture was refluxed 31/2 hours. The solvent was stripped in vacuo to give the 3,5,6-trichloro-2-pyridyloxyacetyl chloride as an oil, which was used in step (b) without further isolation. The reactants are CC(C)([O-])C.[K+] (potassium tert-butoxide), CCOC(=O)C (AcOEt), C(CC(=O)OC(C)(C)C)(=O)OCC1=CC=CC=C1 (Benzyl tert-butyl malonate), compound. Solvent: CN(C)C=O (DMF), CN(C)C=O (DMF). Conditions: temperature 0 celsius. Yields the product C(C)(C)(C)OC(=O)C([C@H](C(=O)OCC1=CC=CC=C1)CC(C)C)C(=O)OCC1=CC=CC=C1 (Dibenzyl 3(RS)-tert-butoxycarbonyl-2(R)-isobutylsuccinate). The yield is 89.0%. As a reaction SMILES: [C:1]([O:11][CH2:12][C:13]1[CH:18]=[CH:17][CH:16]=[CH:15][CH:14]=1)(=[O:10])[CH2:2][C:3]([O:5][C:6]([CH3:9])([CH3:8])[CH3:7])=[O:4].[CH3:19][C:20]([CH3:23])([O-])[CH3:21].[K+].[CH3:25][CH2:26][O:27][C:28]([CH3:30])=[O:29]>CN(C=O)C>[C:6]([O:5][C:3]([CH:2]([C:1]([O:11][CH2:12][C:13]1[CH:14]=[CH:15][CH:16]=[CH:17][CH:18]=1)=[O:10])[C@@H:30]([CH2:19][CH:20]([CH3:23])[CH3:21])[C:28]([O:27][CH2:26][C:25]1[CH:17]=[CH:18][CH:13]=[CH:14][CH:15]=1)=[O:29])=[O:4])([CH3:9])([CH3:8])[CH3:7] |f:1.2|. Procedure details: Benzyl tert-butyl malonate (24.9 g, 99.6 mmol) was dissolved in DMF (60 ml) and added portion wise with potassium tert-butoxide (13.4 g, 120 mmol) at 0° C. under stirring. The mixture was stirred at room temperature for 1 hour, then cooled to 0° C., and dropped in 1 hour with the solution of the Example 3-a compound (28.4 g, 99.6 mmol) dissolved in DMF (60 ml). After the reaction mixture was stirred at 5° C. overnight, it was added with AcOEt (2 l) and washed with a saturated aqueous solution of... The reactants are ClC1=NC(=C2NC=NC2=N1)Cl (2,6-dichloropurine), COC(C1=CC(=CC=C1)N)=O (methyl-3-aminobenzoate), C(C)(C)O (isopropanol). Solvent: C(CCCC)O (1-pentanol). Run at temperature 75 celsius, time 8 hour. The product is COC(C1=CC(=CC=C1)NC1=C2N=CNC2=NC(=N1)Cl)=O (3-(2-chloro-9H-purin-6-yl-amino)-benzoic acid methyl ester). Yield: 92.9%. Reaction SMILES: [Cl:1][C:2]1[N:10]=[C:9]2[C:5]([NH:6][CH:7]=[N:8]2)=[C:4](Cl)[N:3]=1.[CH3:12][O:13][C:14](=[O:22])[C:15]1[CH:20]=[CH:19][CH:18]=[C:17]([NH2:21])[CH:16]=1.C(O)(C)C>C(O)CCCC>[CH3:12][O:13][C:14](=[O:22])[C:15]1[CH:20]=[CH:19][CH:18]=[C:17]([NH:21][C:4]2[N:3]=[C:2]([Cl:1])[N:10]=[C:9]3[C:5]=2[N:6]=[CH:7][NH:8]3)[CH:16]=1. Procedure: To a solution of 2,6-dichloropurine (17 g, 90 mmol) in 300 ml of 1-pentanol are added 37.8 g (250 mmol) of methyl-3-aminobenzoate and stirred for 8 hours at 75° C. After cooling to RT, 200 ml of isopropanol is added and the mixture is stirred for 1 h. After filtration, the precipitate is taken up into MeOH/H2O and treated with NaHCO3 to pH >8. After filtration, the product ist washed with H2O and MeOH and dried to obtain 25.4 g (93% yield) of 3-(2-chloro-9H-purin-6-yl-amino)-benzoic acid methyl ...